describe an organic reaction: reactants, conditions, products, and yield From a dataset of the Open Reaction Database (ORD), a public repository of structured organic reaction records. The reactants are C(C1=CC=CC=C1)OC(=O)N(C)[C@@H]1CN(CC1)C(=O)OC(C)(C)C (tert-butyl (S)-3-(N-benzyloxycarbonyl-N-methylamino)pyrrolidine-1-carboxylate), C(C1=CC=CC=C1)OC(=O)N(C)[C@@H]1CN(CC1)C(=O)OC(C)(C)C (tert-butyl (S)-3-(N-benzyloxycarbonyl-N-methylamino)pyrrolidine-1-carboxylate). Run in FC(C(=O)O)(F)F (trifluoroacetic acid), C(Cl)Cl (DCM). Conditions: time 30 minute. The product is CN(C(OCC1=CC=CC=C1)=O)[C@@H]1CNCC1 (benzyl N-methyl-(S)-pyrrolidin-3-ylcarbamate). Yield: 115.1%. Reaction SMILES: [CH2:1]([O:8][C:9]([N:11]([C@H:13]1[CH2:17][CH2:16][N:15](C(OC(C)(C)C)=O)[CH2:14]1)[CH3:12])=[O:10])[C:2]1[CH:7]=[CH:6][CH:5]=[CH:4][CH:3]=1>FC(F)(F)C(O)=O.C(Cl)Cl>[CH3:12][N:11]([C@H:13]1[CH2:17][CH2:16][NH:15][CH2:14]1)[C:9](=[O:10])[O:8][CH2:1][C:2]1[CH:7]=[CH:6][CH:5]=[CH:4][CH:3]=1. Procedure: A solution of tert-butyl (S)-3-(N-benzyloxycarbonyl-N-methylamino)pyrrolidine-1-carboxylate (Intermediate 130, 1.81 g) in trifluoroacetic acid (8 mL) and DCM (8 mL) was left to stand at room temperature for 30 minutes. The resultant mixture was concentrated in vacuo and the residue was dissolved in DCM and brine, basified with 2M sodium hydroxide and filtered through a phase separator. The filtrate was concentrated in vacuo to give benzyl N-methyl-(S)-pyrrolidin-3-ylcarbamate (1.46 g) as a light... Product: O=C1c2ccccc2C(=O)N1c1ccn(Cc2ccc(I)cc2C(F)(F)F)n1. Reactants: FC(F)(F)c1cc(I)ccc1CBr, C1CCOC1, C[Si](C)(C)[N-][Si](C)(C)C, [Li+], O=C1c2ccccc2C(=O)N1c1cc[nH]n1. As a reaction SMILES: [Br:27][CH2:28][c:29]1[c:30]([C:36]([F:37])([F:38])[F:39])[cH:31][c:32]([I:35])[cH:33][cH:34]1.[CH2:40]1[O:41][CH2:42][CH2:43][CH2:44]1.[CH3:17][Si:18]([N-:19][Si:20]([CH3:21])([CH3:22])[CH3:23])([CH3:24])[CH3:25].[Li+:26].[nH:1]1[n:2][c:3]([N:6]2[C:7](=[O:16])[c:8]3[cH:9][cH:10][cH:11][cH:12][c:13]3[C:14]2=[O:15])[cH:4][cH:5]1>>[n:1]1([CH2:28][c:29]2[c:30]([C:36]([F:37])([F:38])[F:39])[cH:31][c:32]([I:35])[cH:33][cH:34]2)[n:2][c:3]([N:6]2[C:7](=[O:16])[c:8]3[cH:9][cH:10][cH:11][cH:12][c:13]3[C:14]2=[O:15])[cH:4][cH:5]1. Reactants: FC([C@@H](C=1C=CC=2N(C1)C(=NN2)C2=NC1=CC(=CC=C1C=C2F)OCCOC)N2C[C@H](CC2)NC(OC(C)(C)C)=O)(F)F (tert-butyl (3S)-1-((1R)-2,2,2-trifluoro-1-(3-(3-fluoro-7-(2-methoxyethoxy)quinolin-2-yl)-[1,2,4]triazolo[4,3-a]pyridin-6-yl)ethyl)pyrrolidin-3-ylcarbamate), Cl (HCl). The solvent is C(Cl)Cl (DCM), CC(C)O (IPA). Reaction conditions: time 2 hour. The product is FC([C@@H](C=1C=CC=2N(C1)C(=NN2)C2=NC1=CC(=CC=C1C=C2F)OCCOC)N2C[C@H](CC2)N)(F)F ((3S)-1-((1R)-2,2,2-trifluoro-1-(3-(3-fluoro-7-(2-methoxyethoxy)quinolin-2-yl)-[1,2,4]triazolo[4,3-a]pyridin-6-yl)ethyl)pyrrolidin-3-amine). Yield: 84.9%. As a reaction SMILES: [F:1][C:2]([F:43])([F:42])[C@H:3]([N:29]1[CH2:33][CH2:32][C@H:31]([NH:34]C(=O)OC(C)(C)C)[CH2:30]1)[C:4]1[CH:5]=[CH:6][C:7]2[N:8]([C:10]([C:13]3[C:22]([F:23])=[CH:21][C:20]4[C:15](=[CH:16][C:17]([O:24][CH2:25][CH2:26][O:27][CH3:28])=[CH:18][CH:19]=4)[N:14]=3)=[N:11][N:12]=2)[CH:9]=1.Cl>C(Cl)Cl.CC(O)C>[F:43][C:2]([F:1])([F:42])[C@H:3]([N:29]1[CH2:33][CH2:32][C@H:31]([NH2:34])[CH2:30]1)[C:4]1[CH:5]=[CH:6][C:7]2[N:8]([C:10]([C:13]3[C:22]([F:23])=[CH:21][C:20]4[C:15](=[CH:16][C:17]([O:24][CH2:25][CH2:26][O:27][CH3:28])=[CH:18][CH:19]=4)[N:14]=3)=[N:11][N:12]=2)[CH:9]=1. Procedure: To a solution of tert-butyl (3S)-1-((1R)-2,2,2-trifluoro-1-(3-(3-fluoro-7-(2-methoxyethoxy)quinolin-2-yl)-[1,2,4]triazolo[4,3-a]pyridin-6-yl)ethyl)pyrrolidin-3-ylcarbamate (0.096 g, 0.159 mmol) in DCM (0.5 mL) was added 5 N HCl (0.530 mL, 2.65 mmol) in IPA. The reaction mixture was stirred at ambient temperature for 2 hours. The solvent was removed under reduced pressure. The crude residue was suspended in ACN (5 mL) and stirred at ambient temperature for 10 minutes. The solid was collected by f...